This data is from the Open Reaction Database (ORD), a public repository of structured organic reaction records. The task is: describe an organic reaction: reactants, conditions, products, and yield Reactants: [Al+3], C1CCOC1, CCOC(C)=O, CO, Cc1cccc(C=C2CCN(C(=O)CNC(=O)Nc3cc(C)nc4ccccc34)CC2)c1, [H-], [H-], [H-], [H-], [Li+], [Na+], O=C([O-])O. Yields the product Cc1cccc(C=C2CCN(CCNC(=O)Nc3cc(C)nc4ccccc34)CC2)c1. As a reaction SMILES: [Al+3:2].[CH2:50]1[O:51][CH2:52][CH2:53][CH2:54]1.[CH3:39][CH2:40][O:41][C:42]([CH3:43])=[O:44].[CH3:55][OH:56].[CH3:7][c:8]1[cH:9][c:10]([CH:11]=[C:12]2[CH2:13][CH2:14][N:15]([C:18]([CH2:19][NH:20][C:21](=[O:22])[NH:23][c:24]3[cH:25][c:26]([CH3:34])[n:27][c:28]4[cH:29][cH:30][cH:31][cH:32][c:33]34)=[O:35])[CH2:16][CH2:17]2)[cH:36][cH:37][cH:38]1.[H-:1].[H-:4].[H-:5].[H-:6].[Li+:3].[Na+:49].[O-:45][C:46]([OH:47])=[O:48]>>[CH3:7][c:8]1[cH:9][c:10]([CH:11]=[C:12]2[CH2:13][CH2:14][N:15]([CH2:18][CH2:19][NH:20][C:21](=[O:22])[NH:23][c:24]3[cH:25][c:26]([CH3:34])[n:27][c:28]4[cH:29][cH:30][cH:31][cH:32][c:33]34)[CH2:16][CH2:17]2)[cH:36][cH:37][cH:38]1.